From a dataset of the Open Reaction Database (ORD), a public repository of structured organic reaction records. describe an organic reaction: reactants, conditions, products, and yield Reactants: ClC(Cl)Cl, NC1CCN(C2CCCCC2)C1, O=C(Cl)c1cccc2ccccc12. The product is O=C(NC1CCN(C2CCCCC2)C1)c1cccc2ccccc12. Reaction SMILES: [CH:26]([Cl:27])([Cl:28])[Cl:29].[NH2:1][CH:2]1[CH2:3][N:4]([CH:7]2[CH2:8][CH2:9][CH2:10][CH2:11][CH2:12]2)[CH2:5][CH2:6]1.[c:13]1([C:23](=[O:24])[Cl:25])[cH:14][cH:15][cH:16][c:17]2[cH:18][cH:19][cH:20][cH:21][c:22]12>>[NH:1]([CH:2]1[CH2:3][N:4]([CH:7]2[CH2:8][CH2:9][CH2:10][CH2:11][CH2:12]2)[CH2:5][CH2:6]1)[C:23]([c:13]1[cH:14][cH:15][cH:16][c:17]2[cH:18][cH:19][cH:20][cH:21][c:22]12)=[O:24]. Starting materials: C1(=CC=CC=C1)CN1C[C@H]([C@H](C1)COS(=O)(=O)C)COS(=O)(=O)C (cis-1-(phenylmethyl)-3,4-di(methylsulfonyloxy)methylpyrrolidine), [S-2].[Na+].[Na+] (sodium sulfide), ice H2O. Run in CS(=O)C (DMSO). Reaction conditions: temperature 120 celsius. Yields the product C1(=CC=CC=C1)CN1CC2C(C1)CSC2 (Hexahydro-5-(phenylmethyl)-1H-thieno[3,4-c]pyrrole). Yield: 78.4%. RXN SMILES: [C:1]1([CH2:7][N:8]2[CH2:12][C@H:11]([CH2:13]OS(C)(=O)=O)[C@H:10]([CH2:19]OS(C)(=O)=O)[CH2:9]2)[CH:6]=[CH:5][CH:4]=[CH:3][CH:2]=1.[S-2:25].[Na+].[Na+]>CS(C)=O>[C:1]1([CH2:7][N:8]2[CH2:9][CH:10]3[CH2:19][S:25][CH2:13][CH:11]3[CH2:12]2)[CH:2]=[CH:3][CH:4]=[CH:5][CH:6]=1 |f:1.2.3|. Procedure: To a stirred solution of cis-1-(phenylmethyl)-3,4-di(methylsulfonyloxy)methylpyrrolidine (9.2 g, mmol), in dry DMSO (48 mL) was added anhydrous sodium sulfide (5.7 g, 73.3 mmol). The dark reaction mixture was heated at 120° C. for 18 h. The cooled reaction mixture was poured into ice H2O (150 mL). The resulting mixture was washed with ether (3×200 mL). The combined organics were dried (MgSO4), filtered and concentrated. The resulting residue was purified by flash chromatography using ethyl aceta... Reactants: ClCCl, OCc1cc2c(cc1I)OCO2. Product: O=Cc1cc2c(cc1I)OCO2. Reaction SMILES: [Cl:13][CH2:14][Cl:15].[I:1][c:2]1[c:3]([CH2:11][OH:12])[cH:4][c:5]2[c:6]([cH:10]1)[O:7][CH2:8][O:9]2>>[I:1][c:2]1[c:3]([CH:11]=[O:12])[cH:4][c:5]2[c:6]([cH:10]1)[O:7][CH2:8][O:9]2. Reactants: CC1CCN(CC1)C1=CC=C(CN)C=C1 (4-(4-methyl-1-piperidinyl)benzylamine), N(=C=O)C1=C2C=C(N=CC2=CC=C1)C (5-isocyanato-3-methylisoquinoline), N(=C=O)C1=C2C=CN=CC2=CC=C1 (5-isocyanatoisoquinoline). Yields the product CC=1N=CC2=CC=CC(=C2C1)NC(=O)NCC1=CC=C(C=C1)N1CCC(CC1)C (N-(3-methyl-5-isoquinolinyl)-N′-[4-(4-methyl-1-piperidinyl)benzyl]urea). As a reaction SMILES: [CH3:1][CH:2]1[CH2:7][CH2:6][N:5]([C:8]2[CH:15]=[CH:14][C:11]([CH2:12][NH2:13])=[CH:10][CH:9]=2)[CH2:4][CH2:3]1.[N:16]([C:19]1[CH:28]=[CH:27][CH:26]=[C:25]2[C:20]=1[CH:21]=[C:22]([CH3:29])[N:23]=[CH:24]2)=[C:17]=[O:18].N(C1C=CC=C2C=1C=CN=C2)=C=O>>[CH3:29][C:22]1[N:23]=[CH:24][C:25]2[C:20]([CH:21]=1)=[C:19]([NH:16][C:17]([NH:13][CH2:12][C:11]1[CH:10]=[CH:9][C:8]([N:5]3[CH2:6][CH2:7][CH:2]([CH3:1])[CH2:3][CH2:4]3)=[CH:15][CH:14]=1)=[O:18])[CH:28]=[CH:27][CH:26]=2. Reported procedure: The title compound was prepared using the procedure described in Example 61B using 4-(4-methyl-1-piperidinyl)benzylamine and the product from Example 154A instead of 4-cyanobenzyl alcohol and the product from Example 61A. 1H NMR (300 MHz, DMSO-d6) δ 9.70 (s, 1H), 9.66 (s, 1H), 8.74 (s, 1H), 8.59 (d, 1H, J=8.7 Hz), 8.01 (d, 1H, J=8.7 Hz), 7.82 (m, 2H), 7.65 (m, 2H), 7.48 (m, 2H), 4.40 (d, 2H, J=6 Hz), 3.54 (m, 4H), 2.78 (s, 3H), 1.90-1.50 (m, 5H), 0.98 (d, 3H, J=6 Hz); MS (ESI) 389 (M+H)+; Anal. ...